This data is from the Open Reaction Database (ORD), a public repository of structured organic reaction records. The task is: describe an organic reaction: reactants, conditions, products, and yield Starting materials: CCBr, [K+], [K+], O=C([O-])[O-], CN(C)C=O, O, O=[N+]([O-])c1cc(O)cc2cccnc12. RXN SMILES: [CH2:15]([CH3:16])[Br:17].[K+:18].[K+:19].[O-:20][C:21]([O-:22])=[O:23].[O:25]=[CH:26][N:27]([CH3:28])[CH3:29].[OH2:24].[OH:1][c:2]1[cH:3][c:4]2[cH:5][cH:6][cH:7][n:8][c:9]2[c:10]([N+:12](=[O:13])[O-:14])[cH:11]1>>[O:1]([c:2]1[cH:3][c:4]2[cH:5][cH:6][cH:7][n:8][c:9]2[c:10]([N+:12](=[O:13])[O-:14])[cH:11]1)[CH2:15][CH3:16]. Yields the product CCOc1cc([N+](=O)[O-])c2ncccc2c1. Reactants: CC1=CC(=NN1C(C(=O)O)CC)C(F)(F)F (2-(5-methyl-3-(trifluoromethyl)-1H-pyrazol-1-yl)butanoic acid), FC1=CC=C(C=C1)N1N=CC=2NC(CCC21)C (1-(4-fluorophenyl)-5-methyl-4,5,6,7-tetrahydro-1H-pyrazolo[4,3-b]pyridine). Yields the product FC1=CC=C(C=C1)N1N=CC=2N(C(CCC21)C)C(C(CC)N2N=C(C=C2C)C(F)(F)F)=O (1-[1-(4-fluorophenyl)-5-methyl-6,7-dihydro-5H-pyrazolo[4,3-b]pyridin-4-yl]-2-[5-methyl-3-(trifluoromethyl)pyrazol-1-yl]butan-1-one). Yield: 46.0%. RXN SMILES: [CH3:1][C:2]1[N:6]([CH:7]([CH2:11][CH3:12])[C:8]([OH:10])=O)[N:5]=[C:4]([C:13]([F:16])([F:15])[F:14])[CH:3]=1.[F:17][C:18]1[CH:23]=[CH:22][C:21]([N:24]2[C:32]3[CH2:31][CH2:30][CH:29]([CH3:33])[NH:28][C:27]=3[CH:26]=[N:25]2)=[CH:20][CH:19]=1>>[F:17][C:18]1[CH:19]=[CH:20][C:21]([N:24]2[C:32]3[CH2:31][CH2:30][CH:29]([CH3:33])[N:28]([C:8](=[O:10])[CH:7]([N:6]4[C:2]([CH3:1])=[CH:3][C:4]([C:13]([F:16])([F:15])[F:14])=[N:5]4)[CH2:11][CH3:12])[C:27]=3[CH:26]=[N:25]2)=[CH:22][CH:23]=1. Procedure details: The title compound was prepared from 2-(5-methyl-3-(trifluoromethyl)-1H-pyrazol-1-yl)butanoic acid and 1-(4-fluorophenyl)-5-methyl-4,5,6,7-tetrahydro-1H-pyrazolo[4,3-b]pyridine using General Method A. The reaction slurry was purified by reverse phase HPLC (C18 column, acetonitrile-H2O with 0.1% TFA as eluent) to provide 13 mg (46%) of the title compound as a white solid. 1H NMR (400 MHz, CDCl3) δ 8.40 (s, 1H), 7.47 (m, 2H), 7.16 (m, 2H), 6.35 (s, 1H), 5.37 (dd, J=6.7, 8.6 Hz, 1H), 4.63 (m, 1H), ... Reactants: Cc1ccccc1, O=C(O)c1ccccc1Cl, O=S(Cl)Cl. Yields the product O=C(Cl)c1ccccc1Cl. As a reaction SMILES: [CH3:15][c:16]1[cH:17][cH:18][cH:19][cH:20][cH:21]1.[OH:1][C:2](=[O:3])[c:4]1[cH:5][cH:6][cH:7][cH:8][c:9]1[Cl:10].[S:11]([Cl:12])([Cl:13])=[O:14]>>[O:1]=[C:2]([c:4]1[cH:5][cH:6][cH:7][cH:8][c:9]1[Cl:10])[Cl:13]. Starting materials: O=N[O-], Cc1c(N)cccc1C(=O)O, [Na+], O, O=S(=O)(O)O. Yields the product Cc1c(O)cccc1C(=O)O. Reaction SMILES: [N:1]([O-:2])=[O:3].[NH2:5][c:6]1[c:7]([CH3:15])[c:8]([C:9](=[O:10])[OH:11])[cH:12][cH:13][cH:14]1.[Na+:4].[OH2:21].[S:16]([OH:17])(=[O:18])(=[O:19])[OH:20]>>[c:6]1([OH:17])[c:7]([CH3:15])[c:8]([C:9](=[O:10])[OH:11])[cH:12][cH:13][cH:14]1. The reactants are CC1=CC(=NC(=C1)C#C)OC1=CC(=NN1C)C(F)(F)F (4-methyl-6-ethynyl-2-(1-methyl-3-trifluorome-thylpyrazol-5-yloxy)pyridine), FC(C1=CC=C(C=C1)I)(F)F (4-trifluoromethyl-iodobenzene), bistriphenylphosphine palladium dichloride, C(C)(C)NC(C)C (diisopropylamine). The reagents and catalysts are [Cu](I)I (copper iodide). The solvent is CCCCC.C(C)(=O)OCC (pentane ethyl acetate). Conditions: temperature 70 celsius. Yields the product CC1=CC(=NC(=C1)C#CC1=CC=C(C=C1)F)OC1=CC(=NN1C)C(F)(F)F (4-methyl-6-(4-fluorophenylethynyl)-2-(1-methyl-3-trifluoromethylpyrazol-5-yloxy)-pyridine). The yield is 81.0%. Reaction SMILES: [CH3:1][C:2]1[CH:7]=[C:6]([C:8]#[CH:9])[N:5]=[C:4]([O:10][C:11]2[N:15]([CH3:16])[N:14]=[C:13]([C:17]([F:20])([F:19])[F:18])[CH:12]=2)[CH:3]=1.[F:21][C:22](F)(F)[C:23]1C=CC(I)=C[CH:24]=1.C(N[CH:36]([CH3:38])[CH3:37])(C)C>CCCCC.C(OCC)(=O)C.[Cu](I)I>[CH3:1][C:2]1[CH:7]=[C:6]([C:8]#[C:9][C:37]2[CH:36]=[CH:38][C:22]([F:21])=[CH:23][CH:24]=2)[N:5]=[C:4]([O:10][C:11]2[N:15]([CH3:16])[N:14]=[C:13]([C:17]([F:19])([F:20])[F:18])[CH:12]=2)[CH:3]=1 |f:3.4|. Procedure: To a solution of 4-methyl-6-ethynyl-2-(1-methyl-3-trifluorome-thylpyrazol-5-yloxy)pyridine (1 g, 3.55 mmol) in diisopropylamine (20 ml) under a nitrogen atmosphere are added 4-trifluoromethyl-iodobenzene (1.11 g, 5 mmol), bistriphenylphosphine palladium dichloride (0.12 g, 0.177 mmol) and copper iodide (0.02, 0.1 mmol) and the mixture is heated at 70 ° C. for 30 min. After cooling, the reaction mixture is diluted with pentane : ethyl acetate 1:1 and the organic phase is washed with water, dilute... Starting materials: COCCOC, CCOC(=O)Cl, O=C1NC(=O)C2(N1)C(=O)N(Cc1ccc(Cl)c(Cl)c1)c1ccccc12, Cl, [Na+], [Na+], O=C([O-])[O-]. Yields the product CCOC(=O)N1C(=O)NC(=O)C12C(=O)N(Cc1ccc(Cl)c(Cl)c1)c1ccccc12. As a reaction SMILES: [CH3:39][O:40][CH2:41][CH2:42][O:43][CH3:44].[Cl:1][C:2](=[O:3])[O:4][CH2:5][CH3:6].[Cl:7][c:8]1[cH:9][c:10]([CH2:11][N:12]2[C:13](=[O:27])[C:14]3([NH:15][C:16](=[O:20])[NH:17][C:18]3=[O:19])[c:21]3[cH:22][cH:23][cH:24][cH:25][c:26]32)[cH:28][cH:29][c:30]1[Cl:31].[ClH:38].[Na+:32].[Na+:33].[O-:34][C:35](=[O:36])[O-:37]>>[C:2](=[O:3])([O:4][CH2:5][CH3:6])[N:15]1[C:14]2([C:13](=[O:27])[N:12]([CH2:11][c:10]3[cH:9][c:8]([Cl:7])[c:30]([Cl:31])[cH:29][cH:28]3)[c:26]3[c:21]2[cH:22][cH:23][cH:24][cH:25]3)[C:18](=[O:19])[NH:17][C:16]1=[O:20]. Starting materials: C1(=CC=CC=C1)CSSCCO (5-phenyl-3,4-dithiapentanol), C1(CCC(=O)O1)=O (succinic anhydride). The reagents and catalysts are CN(C1=CC=NC=C1)C (4-dimethylaminopyridine). Run in O1CCCC1 (tetrahydrofuran). The product is O=C(CCC(=O)O)OCCSSCC1=CC=CC=C1 (4-Oxo-10-phenyl-5-oxa-8,9-dithiadecanoic acid). As a reaction SMILES: [C:1]1([CH2:7][S:8][S:9][CH2:10][CH2:11][OH:12])[CH:6]=[CH:5][CH:4]=[CH:3][CH:2]=1.[C:13]1(=[O:19])[O:18][C:16](=[O:17])[CH2:15][CH2:14]1>CN(C)C1C=CN=CC=1.O1CCCC1>[O:19]=[C:13]([O:12][CH2:11][CH2:10][S:9][S:8][CH2:7][C:1]1[CH:6]=[CH:5][CH:4]=[CH:3][CH:2]=1)[CH2:14][CH2:15][C:16]([OH:18])=[O:17]. Reported procedure: A mixture of 5-phenyl-3,4-dithiapentanol (832 mg, 4.15 mmol), succinic anhydride (415 mg, 4.15 mmol) and 4-dimethylaminopyridine (25 mg) in dry tetrahydrofuran (20 ml) was refluxed under nitrogen overnight. The mixture was then evaporated to dryness and used without further purification. Reactants: CN(C)C=O, Cl, NNC(=S)Nc1ccc(C(=O)O)cc1, O, CCCc1ccc(-c2c(O)c(C(C)=O)nn2C)cc1. The product is CCCc1ccc(-c2c(O)c(C(C)=NNC(=S)Nc3ccc(C(=O)O)cc3)nn2C)cc1. As a reaction SMILES: [CH3:34][N:35]([CH3:36])[CH:37]=[O:38].[ClH:39].[NH:20]([NH2:21])[C:22](=[S:23])[NH:24][c:25]1[cH:26][cH:27][c:28]([C:29](=[O:30])[OH:31])[cH:32][cH:33]1.[OH2:40].[OH:1][c:2]1[c:3]([C:17]([CH3:18])=[O:19])[n:4][n:5]([CH3:16])[c:6]1-[c:7]1[cH:8][cH:9][c:10]([CH2:13][CH2:14][CH3:15])[cH:11][cH:12]1>>[OH:1][c:2]1[c:3]([C:17]([CH3:18])=[N:21][NH:20][C:22](=[S:23])[NH:24][c:25]2[cH:26][cH:27][c:28]([C:29](=[O:30])[OH:31])[cH:32][cH:33]2)[n:4][n:5]([CH3:16])[c:6]1-[c:7]1[cH:8][cH:9][c:10]([CH2:13][CH2:14][CH3:15])[cH:11][cH:12]1.